Dataset: the Open Reaction Database (ORD), a public repository of structured organic reaction records. Task: describe an organic reaction: reactants, conditions, products, and yield Starting materials: COC1=C(C2=C(C=C(O2)C2(OCCO2)C2=CC=CC=C2)C(=C1)CC=1C(=NC(=NC1)N)N)OC (5-[6,7-dimethoxy-2-(2-phenyl-[1,3]dioxolan-2-yl)-benzofuran-4-ylmethyl]-pyrimidine-2,4-diamine), Cl (HCl). Run in C(C)O (ethanol). Yields the product NC1=NC=C(C(=N1)N)CC1=CC(=C(C2=C1C=C(O2)C(=O)C2=CC=CC=C2)OC)OC ([4-(2,4-Diamino-pyrimidin-5-ylmethyl)-6,7-dimethoxy-benzofuran-2-yl]-phenyl-methanone). Reaction SMILES: [CH3:1][O:2][C:3]1[CH:22]=[C:21]([CH2:23][C:24]2[C:25]([NH2:31])=[N:26][C:27]([NH2:30])=[N:28][CH:29]=2)[C:6]2[CH:7]=[C:8]([C:10]3([C:15]4[CH:20]=[CH:19][CH:18]=[CH:17][CH:16]=4)OCC[O:11]3)[O:9][C:5]=2[C:4]=1[O:32][CH3:33].Cl>C(O)C>[NH2:30][C:27]1[N:26]=[C:25]([NH2:31])[C:24]([CH2:23][C:21]2[C:6]3[CH:7]=[C:8]([C:10]([C:15]4[CH:20]=[CH:19][CH:18]=[CH:17][CH:16]=4)=[O:11])[O:9][C:5]=3[C:4]([O:32][CH3:33])=[C:3]([O:2][CH3:1])[CH:22]=2)=[CH:29][N:28]=1. Procedure details: hydrochloride (107 mg, 25%) was obtained as a yellow solid after crystallisation from ethanol by reacting a solution of 5-[6,7-dimethoxy-2-(2-phenyl-[1,3]dioxolan-2-yl)-benzofuran-4-ylmethyl]-pyrimidine-2,4-diamine (440 mg, 0.981 mmol) in ethanol with 6 N HCl for 16 h at r.t. Starting materials: FC(C=1C=CC(=NC1)OC1=CC=C(C=C1)O)(F)F (4-(5-trifluoromethyl-pyridin-2-yloxy)-phenol), [I-].C(C)(C)N(C(=O)N1C=[N+](C=C1)C)C (3-(isopropyl-methyl-carbamoyl)-1-methyl-3H-imidazol-1-ium iodide), crude product. The solvent is C(C)(=O)OCC.CCCCCCC (ethyl acetate heptane). The product is FC(C=1C=CC(=NC1)OC1=CC=C(C=C1)OC(N(C)C(C)C)=O)(F)F (Isopropyl-methyl-carbamic acid 4-(5-trifluoromethyl-pyridin-2-yloxy)-phenyl ester). Reaction SMILES: [F:1][C:2]([F:18])([F:17])[C:3]1[CH:4]=[CH:5][C:6]([O:9][C:10]2[CH:15]=[CH:14][C:13]([OH:16])=[CH:12][CH:11]=2)=[N:7][CH:8]=1.[I-].[CH:20]([N:23]([CH3:32])[C:24](N1C=C[N+](C)=C1)=[O:25])([CH3:22])[CH3:21]>C(OCC)(=O)C.CCCCCCC>[F:18][C:2]([F:1])([F:17])[C:3]1[CH:4]=[CH:5][C:6]([O:9][C:10]2[CH:11]=[CH:12][C:13]([O:16][C:24](=[O:25])[N:23]([CH:20]([CH3:22])[CH3:21])[CH3:32])=[CH:14][CH:15]=2)=[N:7][CH:8]=1 |f:1.2,3.4|. Reported procedure: The title compound was prepared from 4-(5-trifluoromethyl-pyridin-2-yloxy)-phenol and 3-(isopropyl-methyl-carbamoyl)-1-methyl-3H-imidazol-1-ium iodide. The crude product was subjected to flash chromatography (ethyl acetate/heptane 1:5) (77%, white crystals). HPLC-MS m/z=355.1 (M+1), Rt: 4.80 min. The reactants are OC1C2=CC=CC=C2OC=2C=CC(=CC12)C(CO)C (2-(9-hydroxy-2-xanthenyl)-propanol), I (hydriodic acid). Solvent: C(C)(=O)O (acetic acid). Yields the product C1=C(C=CC=2OC3=CC=CC=C3CC12)C(CO)C (2-(2-xanthenyl)-propanol). Reaction SMILES: O[CH:2]1[C:15]2[CH:14]=[C:13]([CH:16]([CH3:19])[CH2:17][OH:18])[CH:12]=[CH:11][C:10]=2[O:9][C:8]2[C:3]1=[CH:4][CH:5]=[CH:6][CH:7]=2.I>C(O)(=O)C>[CH:14]1[C:15]2[CH2:2][C:3]3[C:8](=[CH:7][CH:6]=[CH:5][CH:4]=3)[O:9][C:10]=2[CH:11]=[CH:12][C:13]=1[CH:16]([CH3:19])[CH2:17][OH:18]. Procedure: A mixture of 10 g. of 2-(9-hydroxy-2-xanthenyl)-propanol, 45 ml. of acetic acid, and 20 g. of concentrated hydriodic acid is refluxed for 3 minutes. After removal of the solvent by evaporation, 2-(2-xanthenyl)-propanol is obtained, m.p. 86°-89°. Reaction SMILES: [C:28].[CH3:26][OH:27].[F:1][c:2]1[cH:3][c:4]([NH:18][C:19]([O:20][C:21]([CH3:22])([CH3:23])[CH3:24])=[O:25])[cH:5][cH:6][c:7]1[O:8][c:9]1[n:10][cH:11][c:12]([N+:15]([O-:16])=[O:17])[cH:13][cH:14]1.[Pd:29]>>[F:1][c:2]1[cH:3][c:4]([NH:18][C:19]([O:20][C:21]([CH3:22])([CH3:23])[CH3:24])=[O:25])[cH:5][cH:6][c:7]1[O:8][c:9]1[n:10][cH:11][c:12]([NH2:15])[cH:13][cH:14]1. Product: CC(C)(C)OC(=O)Nc1ccc(Oc2ccc(N)cn2)c(F)c1. Starting materials: C, CO, CC(C)(C)OC(=O)Nc1ccc(Oc2ccc([N+](=O)[O-])cn2)c(F)c1, [Pd].